Dataset: the Open Reaction Database (ORD), a public repository of structured organic reaction records. Task: describe an organic reaction: reactants, conditions, products, and yield Starting materials: C1CCOC1, O=C(Cl)c1cccc(Cl)c1, ClCCl, Nc1ccc(Cl)c(C(=O)O)c1. The product is O=C(Nc1ccc(Cl)c(C(=O)O)c1)c1cccc(Cl)c1. Reaction SMILES: [CH2:25]1[O:26][CH2:27][CH2:28][CH2:29]1.[Cl:12][c:13]1[cH:14][c:15]([C:16](=[O:17])[Cl:18])[cH:19][cH:20][cH:21]1.[Cl:22][CH2:23][Cl:24].[NH2:1][c:2]1[cH:3][cH:4][c:5]([Cl:11])[c:6]([C:7](=[O:8])[OH:9])[cH:10]1>>[NH:1]([c:2]1[cH:3][cH:4][c:5]([Cl:11])[c:6]([C:7](=[O:8])[OH:9])[cH:10]1)[C:16]([c:15]1[cH:14][c:13]([Cl:12])[cH:21][cH:20][cH:19]1)=[O:17]. The reactants are C([O-])([O-])=O.[Cs+].[Cs+] (cesium carbonate), N1CCC(CC1)[C@@H]1[C@@H](C1)CCO (2-((1S,2R)-2-(Piperidin-4-yl)cyclopropyl)ethanol), ClC1=NC=C(C=N1)OC (2-chloro-5-methoxypyrimidine). Run in CCOC(=O)C (EtOAc), CN(C)C=O (DMF). Run at time 5 minute. Product: COC=1C=NC(=NC1)N1CCC(CC1)[C@@H]1[C@@H](C1)CCO (2-{(1S,2R)-2-[1-(5-methoxypyrimidin-2-yl)piperidin-4-yl]cyclopropyl}ethanol). Reaction SMILES: [NH:1]1[CH2:6][CH2:5][CH:4]([C@H:7]2[CH2:9][C@H:8]2[CH2:10][CH2:11][OH:12])[CH2:3][CH2:2]1.C(=O)([O-])[O-].[Cs+].[Cs+].Cl[C:20]1[N:25]=[CH:24][C:23]([O:26][CH3:27])=[CH:22][N:21]=1>CN(C=O)C.CCOC(C)=O>[CH3:27][O:26][C:23]1[CH:22]=[N:21][C:20]([N:1]2[CH2:6][CH2:5][CH:4]([C@H:7]3[CH2:9][C@H:8]3[CH2:10][CH2:11][OH:12])[CH2:3][CH2:2]2)=[N:25][CH:24]=1 |f:1.2.3|. Procedure: 2-((1S,2R)-2-(Piperidin-4-yl)cyclopropyl)ethanol (2.5 g, 14.77 mmol) was dissolved in DMF (30 ml) at RT under N2 and cesium carbonate (7.22 g, 22.15 mmol) was added. The mixture was stirred at RT for 5 min and 2-chloro-5-methoxypyrimidine (2.56 g, 17.72 mmol) was added. The mixture was stirred at 100° C. overnight. The mixture was diluted with EtOAc (100 ml), washed with sat. NH4Cl (100 ml), dried over MgSO4, and the concentrated in vacuo. The crude material was purified by silica gel column (10...